Dataset: the Open Reaction Database (ORD), a public repository of structured organic reaction records. Task: describe an organic reaction: reactants, conditions, products, and yield Starting materials: BrCC1=C(C=CC(=C1)F)[N+](=O)[O-] (2-(Bromomethyl)-4-fluoro-1-nitrobenzene), C[S-].[Na+] (sodium methanethiolate). Solvent: O1CCCC1 (tetrahydrofuran). Run at time 4 hour. Product: FC1=CC(=C(C=C1)[N+](=O)[O-])CSC (4-Fluoro-2-[(methylsulfanyl)methyl]-1-nitrobenzene). As a reaction SMILES: Br[CH2:2][C:3]1[CH:8]=[C:7]([F:9])[CH:6]=[CH:5][C:4]=1[N+:10]([O-:12])=[O:11].[CH3:13][S-:14].[Na+]>O1CCCC1>[F:9][C:7]1[CH:6]=[CH:5][C:4]([N+:10]([O-:12])=[O:11])=[C:3]([CH2:2][S:14][CH3:13])[CH:8]=1 |f:1.2|. Procedure: 10.0 g (42.7 mmol) of the compound from Example 1A were introduced into 100 ml of tetrahydrofuran at RT, 3.29 g (47.0 mmol) of sodium methanethiolate were added, and the mixture was stirred at RT for 4 h. It was filtered with suction through kieselguhr and washed with tetrahydrofuran, and the filtrate was concentrated to result in 9.00 g (100% of theory) of the title compound which were reacted without further purification. The reactants are [H-].[Na+] (sodium hydride), oil, resultant solution, S(N)(=O)(=O)NC(CCSC)=N (N-sulfamyl-3-(methylthio)propionamidine), [H-].[Na+] (sodium hydride), oil, C1(=CC=CC=C1)OC#N (phenylcyanate). The solvent is C(C)OCC (diethyl ether), O1CCCC1 (tetrahydrofuran), C1CCOC1 (THF). Reaction conditions: temperature 60 celsius, time 0.5 hour. Yields the product NC=1NS(N=C(N1)CCSC)(=O)=O (3-Amino-5-[2-(methylthio)ethyl]-1,2,4,6-thiatriazine-1,1-dioxide). Isolated yield 36.0%. Reaction SMILES: [S:1]([NH:5][C:6](=[NH:11])[CH2:7][CH2:8][S:9][CH3:10])(=[O:4])(=[O:3])[NH2:2].[H-].[Na+].C1(O[C:21]#[N:22])C=CC=CC=1>O1CCCC1.C(OCC)C>[NH2:22][C:21]1[NH:2][S:1](=[O:3])(=[O:4])[N:5]=[C:6]([CH2:7][CH2:8][S:9][CH3:10])[N:11]=1 |f:1.2|. Reported procedure: To a solution of N-sulfamyl-3-(methylthio)propionamidine (4.9 gm, 25 mmol) in dry tetrahydrofuran (75 ml) under nitrogen there was added 60% sodium hydride in mineral oil (1.0 gm, 25 mmol). This mixture was warmed at 60° C. for 1/2 hour as a copious precipitate formed. To this suspension, a solution of phenylcyanate (3.0 gm, 25 mmol) in dry THF was added dropwise giving a homogeneous solution. After 1/2 hour, additional 60% sodium hydride in mineral oil (1.0 gm, 25 mmol) was added and the result... Procedure details: A solution of the 3-(4-methoxyphenyl)propionic acid in 100 ml of anhydrous ether was added dropwise to a suspension of 1.10 g of lithium aluminum hydride in 50 ml of anhydrous ether with stirring at room temperature over 20 minutes. After stirring at room temperature for 30 minutes, the mixture was refluxed for 1 hours. After cooling, water was added with ice cooling, and the mixture was made acidic by further addition of 10% hydrochloric acid and then extracted with ether. The organic layer was... Yields the product COC1=CC=C(C=C1)CCCO (3-(4-methoxyphenyl)propanol). The solvent is CCOCC (ether), CCOCC (ether). As a reaction SMILES: [CH3:1][O:2][C:3]1[CH:8]=[CH:7][C:6]([CH2:9][CH2:10][C:11](O)=[O:12])=[CH:5][CH:4]=1.[H-].[Al+3].[Li+].[H-].[H-].[H-].O.Cl>CCOCC>[CH3:1][O:2][C:3]1[CH:8]=[CH:7][C:6]([CH2:9][CH2:10][CH2:11][OH:12])=[CH:5][CH:4]=1 |f:1.2.3.4.5.6|. Run at time 20 minute. Reactants: COC1=CC=C(C=C1)CCC(=O)O (3-(4-methoxyphenyl)propionic acid), [H-].[Al+3].[Li+].[H-].[H-].[H-] (lithium aluminum hydride), Cl (hydrochloric acid), O (water). The reactants are C1CCOC1, CCn1cc(C)c2cnc(C(=O)OC)cc21, [Na+], [OH-]. Yields the product CCn1cc(C)c2cnc(C(=O)O)cc21. Reaction SMILES: [CH2:19]1[O:20][CH2:21][CH2:22][CH2:23]1.[CH2:1]([CH3:2])[n:3]1[cH:4][c:5]([CH3:16])[c:6]2[cH:7][n:8][c:9]([C:12](=[O:13])[O:14][CH3:15])[cH:10][c:11]12.[Na+:18].[OH-:17]>>[CH2:1]([CH3:2])[n:3]1[cH:4][c:5]([CH3:16])[c:6]2[cH:7][n:8][c:9]([C:12](=[O:13])[OH:14])[cH:10][c:11]12. Reactants: C(C)I (ethyl iodide), C(C)OC(C1=CC(=C(C=C1)I)O)=O (3-hydroxy -4-iodo-benzoic acid ethyl ester), C(=O)([O-])[O-].[K+].[K+] (K2CO3). Solvent: C(C)#N (acetonitrile). Reaction conditions: temperature 65 celsius. Yields the product C(C)OC(C1=CC(=C(C=C1)I)OCC)=O (3-Ethoxy-4-iodo-benzoic acid ethyl ester). As a reaction SMILES: [CH2:1](I)[CH3:2].[CH2:4]([O:6][C:7](=[O:16])[C:8]1[CH:13]=[CH:12][C:11]([I:14])=[C:10]([OH:15])[CH:9]=1)[CH3:5].C([O-])([O-])=O.[K+].[K+]>C(#N)C>[CH2:4]([O:6][C:7](=[O:16])[C:8]1[CH:13]=[CH:12][C:11]([I:14])=[C:10]([O:15][CH2:1][CH3:2])[CH:9]=1)[CH3:5] |f:2.3.4|. Reported procedure: Reflux 3-hydroxy-4-iodo-benzoic acid (38 g, 144 mmol) and saturated solution of HCl in ethanol (600 mL) overnight. Evaporate the solvent yielding 42 g, 99% of 3-hydroxy -4-iodo-benzoic acid ethyl ester. 1H NMR (300 MHz, CDCl3): δ 1.39 (t, J=7.1 Hz, 3H), 4.36 (q, J=7.1 Hz, 2H), 7.33 (dd, J=8.3 and 2.0 Hz, 1H), 7.64 (d, J=2.0 Hz, 1H), 7.75 (d, J=8.3 Hz, 1H). Add ethyl iodide (33.8 g, 216 mmol) to a solution of 3-hydroxy -4-iodo-benzoic acid ethyl ester (42 g, 144 mmol) and K2CO3 (39.9 g, 288 mmol)... Starting materials: CCOCC, C=C(C=O)c1ccc(C(C)C)cc1. Yields the product C=C(c1ccc(C(C)C)cc1)C(C)O. As a reaction SMILES: [CH3:14][CH2:15][O:16][CH2:17][CH3:18].[CH3:1][CH:2]([CH3:3])[c:4]1[cH:5][cH:6][c:7]([C:10]([CH:11]=[O:12])=[CH2:13])[cH:8][cH:9]1>>[CH3:1][CH:2]([CH3:3])[c:4]1[cH:5][cH:6][c:7]([C:10]([CH:11]([OH:12])[CH3:14])=[CH2:13])[cH:8][cH:9]1. Reactants: Oc1ccc(OCc2ccccc2)cc1, CS(C)=O, ClCCN1CCN(c2ccccc2)CC1, [Na+], [OH-]. Yields the product c1ccc(COc2ccc(OCCN3CCN(c4ccccc4)CC3)cc2)cc1. Reaction SMILES: [CH2:1]([c:2]1[cH:3][cH:4][cH:5][cH:6][cH:7]1)[O:8][c:9]1[cH:10][cH:11][c:12]([OH:15])[cH:13][cH:14]1.[CH3:31][S:32]([CH3:33])=[O:34].[Cl:16][CH2:17][CH2:18][N:19]1[CH2:20][CH2:21][N:22]([c:25]2[cH:26][cH:27][cH:28][cH:29][cH:30]2)[CH2:23][CH2:24]1.[Na+:36].[OH-:35]>>[CH2:1]([c:2]1[cH:3][cH:4][cH:5][cH:6][cH:7]1)[O:8][c:9]1[cH:10][cH:11][c:12]([O:15][CH2:17][CH2:18][N:19]2[CH2:20][CH2:21][N:22]([c:25]3[cH:26][cH:27][cH:28][cH:29][cH:30]3)[CH2:23][CH2:24]2)[cH:13][cH:14]1.